Dataset: the Open Reaction Database (ORD), a public repository of structured organic reaction records. Task: describe an organic reaction: reactants, conditions, products, and yield The reactants are ice water, OC1C(C2=C(OC1(C)C)C=CS2)N2C(CCC2)=O (5,6-dihydro-6-hydroxy-5,5-dimethyl-7-(2-oxopyrrolidin-1-yl)-7H-thieno[3,2-b]pyran), C(C)(=O)OC(C)=O (acetic anhydride), IR(KBr). The reagents and catalysts are Cl(=O)(=O)(=O)O (perchloric acid). Product: C(C)(=O)OC1=CC=2OC(CC(C2S1)N1C(CCC1)=O)(C)C (Acetoxy-5,6-dihydro-5.5-dimethyl-7-(2-oxopyrrolidin-1-yl)-7H-thieno[3,2-b]pyran). As a reaction SMILES: O[CH:2]1[C:7]([CH3:9])([CH3:8])[O:6][C:5]2[CH:10]=[CH:11][S:12][C:4]=2[CH:3]1[N:13]1[CH2:17][CH2:16][CH2:15][C:14]1=[O:18].[C:19]([O:22]C(=O)C)(=[O:21])[CH3:20]>Cl(O)(=O)(=O)=O>[C:19]([O:22][C:11]1[S:12][C:4]2[CH:3]([N:13]3[CH2:17][CH2:16][CH2:15][C:14]3=[O:18])[CH2:2][C:7]([CH3:9])([CH3:8])[O:6][C:5]=2[CH:10]=1)(=[O:21])[CH3:20]. Procedure: A solution of 5,6-dihydro-6-hydroxy-5,5-dimethyl-7-(2-oxopyrrolidin-1-yl)-7H-thieno[3,2-b]pyran (2.0 g, 7.48 mmol) and perchloric acid (70%, 10 drops) in acetic anhydride (20 mL) were stirred for 1 h at 0°-5° C. The solution was poured into ice water (100 mL). The product was extracted into dichloromethane, washed with water (4x), and evaporated in vacuo. The resultant oil was purified by flash chromatography, using 1% methanol in dichloromethane as the eluant, then crystallized from hexanes to ... Reactants: C(C)OC(=O)C=1N=C(C2=C(N1)N=C(C=C2)C2=NC=CC=C2C)O (4-hydroxy-7-(3-methyl-pyridin-2-yl)-pyrido[2,3-d]pyrimidine-2-carboxylic acid ethyl ester), S(=O)(Cl)Cl (thionyl chloride). Yields the product C(C)OC(=O)C=1N=C(C2=C(N1)N=C(C=C2)C2=NC=CC=C2C)Cl (4-Chloro-7-(3-methyl-pyridin-2-yl)-pyrido[2,3-d]pyrimidine-2-carboxylic acid ethyl ester). Reaction SMILES: [CH2:1]([O:3][C:4]([C:6]1[N:7]=[C:8](O)[C:9]2[CH:15]=[CH:14][C:13]([C:16]3[C:21]([CH3:22])=[CH:20][CH:19]=[CH:18][N:17]=3)=[N:12][C:10]=2[N:11]=1)=[O:5])[CH3:2].S(Cl)([Cl:26])=O>>[CH2:1]([O:3][C:4]([C:6]1[N:7]=[C:8]([Cl:26])[C:9]2[CH:15]=[CH:14][C:13]([C:16]3[C:21]([CH3:22])=[CH:20][CH:19]=[CH:18][N:17]=3)=[N:12][C:10]=2[N:11]=1)=[O:5])[CH3:2]. Procedure details: Dissolve 4-hydroxy-7-(3-methyl-pyridin-2-yl)-pyrido[2,3-d]pyrimidine-2-carboxylic acid ethyl ester (345 mg, 1.11 mmol) in thionyl chloride (15 mL) and heat the mixture at reflux overnight. Cool the mixture to room temperature and remove the excess thionyl chloride in vacuo. Dissolve the crude reaction mixture in CH2Cl2 (50 mL) and wash with saturated NaHCO3 (aq). Dry the organic layer over Na2SO4 and remove the solvent under reduced pressure to yield the title compound. MS 329.12 (M+1) Reactants: COc1ccc2cc(C(=O)O)oc2c1, CN(C)C=O, O=C(Cl)C(=O)Cl, C1CCOC1. Product: COc1ccc2cc(C(=O)Cl)oc2c1. As a reaction SMILES: [CH3:1][O:2][c:3]1[cH:4][c:5]2[c:6]([cH:7][c:8]([C:10](=[O:11])[OH:12])[o:9]2)[cH:13][cH:14]1.[CH3:21][N:22]([CH3:23])[CH:24]=[O:25].[Cl:15][C:16]([C:17]([Cl:18])=[O:19])=[O:20].[O:26]1[CH2:27][CH2:28][CH2:29][CH2:30]1>>[CH3:1][O:2][c:3]1[cH:4][c:5]2[c:6]([cH:7][c:8]([C:10](=[O:11])[Cl:15])[o:9]2)[cH:13][cH:14]1.